From a dataset of the Open Reaction Database (ORD), a public repository of structured organic reaction records. describe an organic reaction: reactants, conditions, products, and yield Reactants: O1CCOC2CN(CCC21)C(=O)OC(C)(C)C (tert-butyl hexahydro-[1,4]dioxino[2,3-c]pyridine-6(7H)-carboxylate), Cl (HCl). Solvent: CO (MeOH). Run at time 1 hour. Product: O1CCOC2CNCCC21 (octahydro-[1,4]dioxino[2,3-c]pyridine). As a reaction SMILES: [O:1]1[CH:10]2[CH:5]([CH2:6][N:7](C(OC(C)(C)C)=O)[CH2:8][CH2:9]2)[O:4][CH2:3][CH2:2]1.Cl>CO>[O:1]1[CH:10]2[CH:5]([CH2:6][NH:7][CH2:8][CH2:9]2)[O:4][CH2:3][CH2:2]1. Procedure details: A mixture of tert-butyl hexahydro-[1,4]dioxino[2,3-c]pyridine-6(7H)-carboxylate (800 mg, 4.47 mmol, 1 eq) in a solution of HCl in MeOH (15 mL) was stirred for 1 h at room temperature and concentrated in vacuo to give octahydro-[1,4]dioxino[2,3-c]pyridine. A mixture of the above residue, 1-bromo-3-chloropropane (2.84 g, 8.17 mmol, 4 eq) and K2CO3 (2.46 mg, 17.80 mmol, 4 eq) in acetone (60 mL) was heated to reflux overnight, cooled to room temperature and filtered. The filtrate was concentrated in...